From a dataset of the Open Reaction Database (ORD), a public repository of structured organic reaction records. describe an organic reaction: reactants, conditions, products, and yield Starting materials: C(C)(=O)NC=1SC(=CN1)C1=C(N2C(C(C2SC1)NC(CC=1SC=CC1)=O)=O)C(=O)OC(C1=CC=CC=C1)C1=CC=CC=C1 (3-(2-acetamidothiazol-5-yl)-2-benzhydryloxycarbonyl-8-oxo-7-(thien-2-yl-acetamido)-5-thia-1-azabicyclo[4.2.0]oct-2-ene). Solvent: C(=O)O (formic acid). Reaction conditions: temperature 50 celsius, time 5 minute. Product: C(C)(=O)NC=1SC(=CN1)C1=C(N2C(C(C2SC1)NC(CC=1SC=CC1)=O)=O)C(=O)O (3-(2-acetamidothiazol-5-yl)-2-carboxy-8-oxo-7-(thien-2-yl-acetamido)-5-thia-1-azabicyclo [4.2.0]oct-2-ene). Yield: 84.7%. Reaction SMILES: [C:1]([NH:4][C:5]1[S:6][C:7]([C:10]2[CH2:17][S:16][CH:15]3[N:12]([C:13](=[O:27])[CH:14]3[NH:18][C:19](=[O:26])[CH2:20][C:21]3[S:22][CH:23]=[CH:24][CH:25]=3)[C:11]=2[C:28]([O:30]C(C2C=CC=CC=2)C2C=CC=CC=2)=[O:29])=[CH:8][N:9]=1)(=[O:3])[CH3:2]>C(O)=O>[C:1]([NH:4][C:5]1[S:6][C:7]([C:10]2[CH2:17][S:16][CH:15]3[N:12]([C:13](=[O:27])[CH:14]3[NH:18][C:19](=[O:26])[CH2:20][C:21]3[S:22][CH:23]=[CH:24][CH:25]=3)[C:11]=2[C:28]([OH:30])=[O:29])=[CH:8][N:9]=1)(=[O:3])[CH3:2]. Procedure details: A solution of 3-(2-acetamidothiazol-5-yl)-2-benzhydryloxycarbonyl-8-oxo-7-(thien-2-yl-acetamido)-5-thia-1-azabicyclo[4.2.0]oct-2-ene (0.85 g) in formic acid (20 cc) is stirred for 30 minutes at 50° C. and then concentrated to dryness under reduced pressure (10 mm Hg; 1.3 kPa) at 40° C. The residue is taken up in ethanol (50 cc), the mixture is stirred for 5 minutes at 50° C. and the solvent is then evaporated off to dryness under reduced pressure (30 mm Hg; 4 kPa) at 40° C. The residue is taken ... Reactants: [Cl-].[NH4+] (ammonium chloride), ClC(COC(NC1=CC=C(C=C1)SC1=C(C=C(C=C1)C(NC1=NC=C(C=C1)Br)=O)[N+](=O)[O-])=O)(Cl)Cl ({4-[4-(5-Bromo-pyridin-2-ylcarbamoyl)-2-nitro-phenylsulfanyl]-phenyl}-carbamic acid 2,2,2-trichloro-ethyl ester). Reagents/catalysts: [Fe] (iron). The solvent is O1CCCC1.C(C)O.O (tetrahydrofuran ethanol water). The product is ClC(COC(NC1=CC=C(C=C1)SC1=C(C=C(C=C1)C(NC1=NC=C(C=C1)Br)=O)N)=O)(Cl)Cl ({4-[2-Amino-4-(5-bromo-pyridin-2-ylcarbamoyl)-phenylsulfanyl]-phenyl}-carbamic acid 2,2,2-trichloro-ethyl ester). Yield: 95.3%. RXN SMILES: [Cl:1][C:2]([Cl:35])([Cl:34])[CH2:3][O:4][C:5](=[O:33])[NH:6][C:7]1[CH:12]=[CH:11][C:10]([S:13][C:14]2[CH:19]=[CH:18][C:17]([C:20](=[O:29])[NH:21][C:22]3[CH:27]=[CH:26][C:25]([Br:28])=[CH:24][N:23]=3)=[CH:16][C:15]=2[N+:30]([O-])=O)=[CH:9][CH:8]=1.[Cl-].[NH4+]>O1CCCC1.C(O)C.O.[Fe]>[Cl:35][C:2]([Cl:1])([Cl:34])[CH2:3][O:4][C:5](=[O:33])[NH:6][C:7]1[CH:12]=[CH:11][C:10]([S:13][C:14]2[CH:19]=[CH:18][C:17]([C:20](=[O:29])[NH:21][C:22]3[CH:27]=[CH:26][C:25]([Br:28])=[CH:24][N:23]=3)=[CH:16][C:15]=2[NH2:30])=[CH:9][CH:8]=1 |f:1.2,3.4.5|. Procedure details: A mixture of the product of Example 364C (1.63 g, 2.63 mmol), iron powder (0.737 g, 13.1 mmol, 5 equiv., from Acros, electrolytically reduced, reagent, powder), and ammonium chloride (0.211 g, 3.94 mmol, 1.5 equiv.) in tetrahydrofuran/ethanol/water (30/30/10 mL) was heated under reflux for 2.5 hours. The reaction mixture was cooled to room temperature and filtered through Celite, rinsing the Celite pad with 50 mL of ethanol. The resulting filtrate was evaporated under reduced pressure and the re...